Dataset: the Open Reaction Database (ORD), a public repository of structured organic reaction records. Task: describe an organic reaction: reactants, conditions, products, and yield Reactants: phenacyl halide, COC1=CC=C(C=C1)N1C(=CC(=C1)C)C1=CC=C(C=C1)S(N)(=O)=O (1-(4-Methoxyphenyl)-4-Methyl-2-(4-sulfamoylphenyl)pyrrole), cyano, ClC=1C=C(C=CC1OC)C=1N(C=C(C1)C)C1=CC=C(C=C1)S(N)(=O)=O (2-(3-Chloro-4-methoxyphenyl)-4-methyl-1-(4-sulfamoylphenyl)pyrrole). Product: C(C(=O)C1=CC=CC=C1)CC#N (phenacyl acetonitrile), CC=1C=C(N(C1)C1=CC=C(C=C1)SC)C1=CC=C(C=C1)S(N)(=O)=O (4-Methyl-1-(4-methylthiophenyl)-2-(4-sulfamoylphenyl)pyrrole). RXN SMILES: Cl[C:2]1[CH:3]=[C:4]([C:10]2[N:11](C3C=C[C:19]([S:22](=O)(=O)N)=CC=3)[CH:12]=[C:13](C)[CH:14]=2)[CH:5]=[CH:6][C:7]=1OC.C[O:27][C:28]1[CH:33]=[CH:32][C:31]([N:34]2[CH:38]=[C:37]([CH3:39])[CH:36]=[C:35]2[C:40]2[CH:45]=[CH:44][C:43]([S:46](=[O:49])(=[O:48])[NH2:47])=[CH:42][CH:41]=2)=[CH:30][CH:29]=1>>[CH2:14]([CH2:13][C:12]#[N:11])[C:10]([C:4]1[CH:5]=[CH:6][CH:7]=[CH:2][CH:3]=1)=[O:27].[CH3:39][C:37]1[CH:36]=[C:35]([C:40]2[CH:45]=[CH:44][C:43]([S:46](=[O:49])(=[O:48])[NH2:47])=[CH:42][CH:41]=2)[N:34]([C:31]2[CH:32]=[CH:33][C:28]([S:22][CH3:19])=[CH:29][CH:30]=2)[CH:38]=1. Reported procedure: In this Step, a phenacyl acetonitrile compound of formula (17) is prepared by alkylating the cyano compound of formula (16) with a phenacyl halide compound of formula (7). This reaction is essentially the same as and may be carried out in the same manner as and using the same reagents and reaction conditions as Step B3 of Method B. Reactants: O=C1NC2=C(C=CC=C2C1)OC1=CC=CC=C1 (2-oxo-7-phenoxyindoline), [OH-].[Na+] (sodium hydroxide), C(C)O (ethanol). Run in O (water). The product is NC1=C(C=CC=C1OC1=CC=CC=C1)CC(=O)[O-].[Na+] (sodium 2-(2-amino-3-phenoxyphenyl)acetate). RXN SMILES: C([OH:3])C.[O:4]=[C:5]1[CH2:13][C:12]2[C:7](=[C:8]([O:14][C:15]3[CH:20]=[CH:19][CH:18]=[CH:17][CH:16]=3)[CH:9]=[CH:10][CH:11]=2)[NH:6]1.[OH-].[Na+:22]>O>[NH2:6][C:7]1[C:8]([O:14][C:15]2[CH:20]=[CH:19][CH:18]=[CH:17][CH:16]=2)=[CH:9][CH:10]=[CH:11][C:12]=1[CH2:13][C:5]([O-:3])=[O:4].[Na+:22] |f:2.3,5.6|. Procedure: To a mixture of ethanol (50 ml.) and water (50 ml.) were added 2-oxo-7-phenoxyindoline (20.7 g.) and sodium hydroxide (14.8 g.). The mixture was refluxed under heating for 30 hours with stirring. After cooling, the reaction mixture was filtered and ethanol was distilled off from the filtrate. The remaining aqueous solution was adjusted to pH 8.3 with conc. hydrochloric acid and filtered. The filtrate was washed with diethyl ether and concentrated to dryness under reduced pressure. The residue wa... Starting materials: CC(C=O)(CN(C)C)C (2,2-dimethyl-3-dimethylaminopropanal), CC(C)N (2-propanamine), NCCC[Si](OCC)(OCC)OCC (3-aminopropyltriethoxysilane), iminosilanes, amine. Yields the product CC(C=NCCC[Si](OCC)(OCC)OCC)(CN(C)C)C (3-(2,2-Dimethyl-3-(N,N-dimethylamino)propylideneamino)propyltriethoxysilane). Reaction SMILES: [CH3:1][C:2]([CH3:9])([CH2:5][N:6]([CH3:8])[CH3:7])[CH:3]=O.CC(N)C.[NH2:14][CH2:15][CH2:16][CH2:17][Si:18]([O:25][CH2:26][CH3:27])([O:22][CH2:23][CH3:24])[O:19][CH2:20][CH3:21]>>[CH3:1][C:2]([CH3:9])([CH2:5][N:6]([CH3:8])[CH3:7])[CH:3]=[N:14][CH2:15][CH2:16][CH2:17][Si:18]([O:25][CH2:26][CH3:27])([O:19][CH2:20][CH3:21])[O:22][CH2:23][CH3:24]. Reported procedure: 13.57 g 2,2-dimethyl-3-dimethylaminopropanal, 7.45 g 2-propanamine and 22.14 g 3-aminopropyltriethoxysilane were reacted according to the general manufacturing procedure (iminosilanes). Yield: 32.3 g of a clear, colorless oil having an amine content of 5.97 mmol N/g and a purity of 98%. The reactants are CN(C)Cc1ccc(CSCCN)s1, CN(C)Cc1ccc(Cc2cnc(N[N+](=O)[O-])[nH]c2=O)s1, c1ccncc1. Product: CN(C)Cc1ccc(CSCCNc2ncc(Cc3ccc(CN(C)C)s3)c(=O)[nH]2)s1. RXN SMILES: [CH3:1][N:2]([CH3:3])[CH2:4][c:5]1[cH:6][cH:7][c:8]([CH2:10][S:11][CH2:12][CH2:13][NH2:14])[s:9]1.[N+:15]([NH:16][c:19]1[n:20][cH:21][c:22]([CH2:26][c:27]2[s:28][c:29]([CH2:32][N:33]([CH3:34])[CH3:35])[cH:30][cH:31]2)[c:23](=[O:25])[nH:24]1)([O-:17])=[O:18].[cH:36]1[cH:37][cH:38][n:39][cH:40][cH:41]1>>[CH3:1][N:2]([CH3:3])[CH2:4][c:5]1[cH:6][cH:7][c:8]([CH2:10][S:11][CH2:12][CH2:13][NH:14][c:19]2[n:20][cH:21][c:22]([CH2:26][c:27]3[s:28][c:29]([CH2:32][N:33]([CH3:34])[CH3:35])[cH:30][cH:31]3)[c:23](=[O:25])[nH:24]2)[s:9]1. The reactants are C=1C=C(C(=C(C1)F)CN2C=C(N=N2)C(=O)N)F (Rufinamide), FC1=C(CCl)C(=CC=C1)F (2,6-difluorobenzyl chloride), [N-]=[N+]=[N-].[Na+] (sodium azide). The solvent is CS(=O)C (DMSO). Product: FC1=C(CN=[N+]=[N-])C(=CC=C1)F (2,6-difluoro benzyl azide). As a reaction SMILES: [CH:1]1[CH:2]=[C:3]([F:17])[C:4]([CH2:8][N:9]2[N:13]=[N:12]C(C(N)=O)=C2)=[C:5]([F:7])[CH:6]=1.FC1C=CC=C(F)C=1CCl.[N-]=[N+]=[N-].[Na+]>CS(C)=O>[F:7][C:5]1[CH:6]=[CH:1][CH:2]=[C:3]([F:17])[C:4]=1[CH2:8][N:9]=[N+:13]=[N-:12] |f:2.3|. Procedure details: The process comprises the preparation of Rufinamide by reacting 2,6-difluorobenzyl chloride and sodium azide in the presence of DMSO to obtain 2,6-difluoro benzyl azide, which is then treated with propiolic acid to give carboxylic acid intermediate which on further reaction with thionyl chloride to give corresponding acyl chloride. The acyl chloride intermediate is further reacted with methanolic ammonia to yield Rufinamide.